Dataset: the Open Reaction Database (ORD), a public repository of structured organic reaction records. Task: describe an organic reaction: reactants, conditions, products, and yield Reactants: ClC1=C(C=C2C(=CNC2=C1)C(=O)OC)B1OCC(CO1)(C)C (methyl 6-chloro-5-(5,5-dimethyl-1,3,2-dioxaborinan-2-yl)-1H-indole-3-carboxylate), BrC1=CC=C(OCCCN2CCNCC2)C=C1 (1-(3-(4-bromophenoxy)propyl)piperazine), C([O-])([O-])=O.[K+].[K+] (potassium carbonate), C(C)(=O)OCC (ethyl acetate). Reagents/catalysts: C1=CC=C(C=C1)P([C-]2C=CC=C2)C3=CC=CC=C3.C1=CC=C(C=C1)P([C-]2C=CC=C2)C3=CC=CC=C3.Cl[Pd]Cl.[Fe+2] (Pd(dppf)Cl2). Run in C1(=CC=CC=C1)C.C(C)O (toluene ethanol). Reaction conditions: temperature 110 celsius, time 2.5 hour. The product is ClC1=C(C=C2C(=CNC2=C1)C(=O)OC)C1=CC=C(C=C1)OCCCN1CCNCC1 (methyl 6-chloro-5-{4-[3-(piperazin-1-yl)propoxy]phenyl}-1H-indole-3-carboxylate). The yield is 67.6%. Reaction SMILES: [Cl:1][C:2]1[CH:10]=[C:9]2[C:5]([C:6]([C:11]([O:13][CH3:14])=[O:12])=[CH:7][NH:8]2)=[CH:4][C:3]=1B1OCC(C)(C)CO1.Br[C:24]1[CH:39]=[CH:38][C:27]([O:28][CH2:29][CH2:30][CH2:31][N:32]2[CH2:37][CH2:36][NH:35][CH2:34][CH2:33]2)=[CH:26][CH:25]=1.C(=O)([O-])[O-].[K+].[K+].C(OCC)(=O)C>C1(C)C=CC=CC=1.C(O)C.C1C=CC(P(C2C=CC=CC=2)[C-]2C=CC=C2)=CC=1.C1C=CC(P(C2C=CC=CC=2)[C-]2C=CC=C2)=CC=1.Cl[Pd]Cl.[Fe+2]>[Cl:1][C:2]1[CH:10]=[C:9]2[C:5]([C:6]([C:11]([O:13][CH3:14])=[O:12])=[CH:7][NH:8]2)=[CH:4][C:3]=1[C:24]1[CH:39]=[CH:38][C:27]([O:28][CH2:29][CH2:30][CH2:31][N:32]2[CH2:33][CH2:34][NH:35][CH2:36][CH2:37]2)=[CH:26][CH:25]=1 |f:2.3.4,6.7,8.9.10.11|. Procedure: A mixture of methyl 6-chloro-5-(5,5-dimethyl-1,3,2-dioxaborinan-2-yl)-1H-indole-3-carboxylate (100 mg, 0.311 mmol), 1-(3-(4-bromophenoxy)propyl)piperazine (149 mg, 0.373 mmol), 2.0M aqueous potassium carbonate (0.5 mL, 1.0 mmol), and Pd(dppf)Cl2 (30 mg, 0.03 mmol) in toluene/ethanol (1.44 mL/0.48 mL) was stirred at 110° C. for 2.5 hours. The mixture was poured into ethyl acetate and washed with water. The organic phase was dried over sodium sulfate, filtered, and concentrated to give a residue, ... The reactants are C1CCOC1, CC1C(=O)CCC(C(=O)O)C1(C)C, CCOC(C)=O, Cc1cc(N)cc(-c2cncs2)c1, CC(C)[N-]C(C)C, [Li+]. Product: Cc1cc(N)cc(-c2cnc(C3(O)CCC(C(=O)O)C(C)(C)C3C)s2)c1. RXN SMILES: [CH2:35]1[O:36][CH2:37][CH2:38][CH2:39]1.[CH3:22][C:23]1([CH3:34])[CH:24]([C:31](=[O:32])[OH:33])[CH2:25][CH2:26][C:27](=[O:30])[CH:28]1[CH3:29].[CH3:40][CH2:41][O:42][C:43]([CH3:44])=[O:45].[CH3:9][c:10]1[cH:11][c:12]([NH2:13])[cH:14][c:15](-[c:17]2[cH:18][n:19][cH:20][s:21]2)[cH:16]1.[CH:1]([N-:2][CH:3]([CH3:4])[CH3:5])([CH3:6])[CH3:7].[Li+:8]>>[CH3:9][c:10]1[cH:11][c:12]([NH2:13])[cH:14][c:15](-[c:17]2[cH:18][n:19][c:20]([C:27]3([OH:30])[CH2:26][CH2:25][CH:24]([C:31](=[O:32])[OH:33])[C:23]([CH3:22])([CH3:34])[CH:28]3[CH3:29])[s:21]2)[cH:16]1. Starting materials: CC(C)(C)OC(=O)NC(CCCCNC(=O)OCc1ccccc1)C(=O)O, COC(=O)C(C)=O, CO. The product is COC(=O)C(C)NCCCCC(NC(=O)OC(C)(C)C)C(=O)O. RXN SMILES: [C:1](=[O:2])([O:3][C:4]([CH3:5])([CH3:6])[CH3:7])[NH:8][CH:9]([CH2:10][CH2:11][CH2:12][CH2:13][NH:14][C:15]([O:16][CH2:17][c:18]1[cH:19][cH:20][cH:21][cH:22][cH:23]1)=[O:24])[C:25](=[O:26])[OH:27].[CH3:28][O:29][C:30](=[O:31])[C:32]([CH3:33])=[O:34].[CH3:35][OH:36]>>[C:1](=[O:2])([O:3][C:4]([CH3:5])([CH3:6])[CH3:7])[NH:8][CH:9]([CH2:10][CH2:11][CH2:12][CH2:13][NH:14][CH:32]([C:30]([O:29][CH3:28])=[O:31])[CH3:33])[C:25](=[O:26])[OH:27]. Starting materials: CC12CCC(C=C2C[C@@H](CC1)C(=C)C)=O ((6R/S,9R)6-Methyl-9-(1-methylvinyl)-bicyclo[4.4.0]dec-1-ene-3-one), S(O)(O)(=O)=O (sulfuric acid), C(=O)([O-])[O-].[K+].[K+] (K2CO3). Run in C(=O)O (formic acid). Conditions: time 3 day. Product: CC12CCC(C=C2C[C@@H](CC1)C(C)(C)O)=O ((6R/S,9R)6-Methyl-9-(1-hydroxyisopropyl)-bicyclo[4.4.0]dec-1-ene-3-one). The yield is 39.0%. Reaction SMILES: [CH3:1][C:2]12[CH2:11][CH2:10][C@@H:9]([C:12]([CH3:14])=[CH2:13])[CH2:8][C:7]1=[CH:6][C:5](=[O:15])[CH2:4][CH2:3]2.S(=O)(=O)(O)[OH:17].C([O-])([O-])=O.[K+].[K+]>C(O)=O>[CH3:1][C:2]12[CH2:11][CH2:10][C@@H:9]([C:12]([OH:17])([CH3:14])[CH3:13])[CH2:8][C:7]1=[CH:6][C:5](=[O:15])[CH2:4][CH2:3]2 |f:2.3.4|. Procedure details: 1.2 g (5.87 mmol) of (6R/S,9R)6-Methyl-9-(1-methylvinyl)-bicyclo[4.4.0]dec-1-ene-3-one from step C of preparation A was dissolved in 20 mL of formic acid and added to 4 mL of 5% sulfuric acid solution. The reaction mixture was stirred at room temperature for 2 days, in refrigerator for 3 days, then neutralized with K2CO3 with cooling, and extracted with ethyl acetate. The extract was washed with saturated NaHCO3 solution and brine, dried, and evaporated. The residue was purified by column chroma... Starting materials: ICCCC1=CC=CC=C1 (1-iodo-3-phenyl propane), C(CCCCCCCCCCC)C1=CC=NC=C1 (4-n-dodecylpyridine). Solvent: CC(=O)C (acetone). Product: [I-].C1(=CC=CC=C1)CCC[N+]1=CC=C(C=C1)CCCCCCCCCCCC (1-(3-phenyl-1-propyl)-4-n-dodecylpyridinium iodide). Reaction SMILES: [I:1][CH2:2][CH2:3][CH2:4][C:5]1[CH:10]=[CH:9][CH:8]=[CH:7][CH:6]=1.[CH2:11]([C:23]1[CH:28]=[CH:27][N:26]=[CH:25][CH:24]=1)[CH2:12][CH2:13][CH2:14][CH2:15][CH2:16][CH2:17][CH2:18][CH2:19][CH2:20][CH2:21][CH3:22]>CC(C)=O>[I-:1].[C:5]1([CH2:4][CH2:3][CH2:2][N+:26]2[CH:27]=[CH:28][C:23]([CH2:11][CH2:12][CH2:13][CH2:14][CH2:15][CH2:16][CH2:17][CH2:18][CH2:19][CH2:20][CH2:21][CH3:22])=[CH:24][CH:25]=2)[CH:10]=[CH:9][CH:8]=[CH:7][CH:6]=1 |f:3.4|. Reported procedure: The compound was synthesized by boiling a mixture of 2.26 g (9.2 mmol) 1-iodo-3-phenyl propane and 2,57 g (10.0 mmol) 4-n-dodecylpyridine in 35 ml of dry acetone for 16 hours. The solvent was evaporated and the yellow solid substance was recrystallized from THF/ether. The yield is 3.06 g (6.2 mmol), melting point 79.0°-80.0° C. Starting materials: C1(CC1)NC(C1=C(C(=CC=C1)I)F)=NO (N-cyclopropyl-2-fluoro-N′-hydroxy-3-iodobenzimidamide), N12CCCCCC2=NCCC1 (1,8-diazabicyclo[5.4.0]undec-7-ene). Run in O1CCCC1 (tetrahydrofuran). Conditions: temperature 150 celsius. The product is C1(CC1)NC1=NOC2=C1C=CC=C2I (N-Cyclopropyl-7-iodobenzo[d]isoxazol-3-amine). The yield is 66.2%. As a reaction SMILES: [CH:1]1([NH:4][C:5](=[N:14][OH:15])[C:6]2[CH:11]=[CH:10][CH:9]=[C:8]([I:12])[C:7]=2F)[CH2:3][CH2:2]1.N12CCCN=C1CCCCC2>O1CCCC1>[CH:1]1([NH:4][C:5]2[C:6]3[CH:11]=[CH:10][CH:9]=[C:8]([I:12])[C:7]=3[O:15][N:14]=2)[CH2:3][CH2:2]1. Procedure: A mixture of N-cyclopropyl-2-fluoro-N′-hydroxy-3-iodobenzimidamide (preparation 22f, 2.15 g, 8.1 mmol) and 1,8-diazabicyclo[5.4.0]undec-7-ene (1.30 mL, 8.7 mmol) in tetrahydrofuran (13 mL) was heated at 150° C. for 150 minutes in Biotage Initiator Microwave Synthesizer. Then, the mixture was cooled to ambient temperature and evaporated. The residue was partitioned between water and ethyl acetate and the organic layer was washed with brine, dried (MgSO4) and evaporated. The crude residue was puri... The reactants are OC(C(C)C)(C=1N=CN(C1)C(C1=CC=CC=C1)(C1=CC=CC=C1)C1=CC=CC=C1)C1=CC=C(C=C1)C1=CC(=CC=C1)C(=O)NC(C)C (4′-[1-hydroxy-2-methyl-1-(1-trityl-1H-imidazol-4-yl)propyl]-N-isopropyl[1,1′-biphenyl]-3-carboxamide), Cl.N1=CC=CC=C1 (pyridine hydrochloride). The product is OC(C(C)C)(C=1N=CNC1)C1=CC=C(C=C1)C1=CC(=CC=C1)C(=O)NC(C)C (4′-[1-hydroxy-1-(1H-imidazol-4-yl)-2-methylpropyl]-N-isopropyl[1,1′-biphenyl]-3-carboxamide). The yield is 47.2%. Reaction SMILES: [OH:1][C:2]([C:30]1[CH:35]=[CH:34][C:33]([C:36]2[CH:41]=[CH:40][CH:39]=[C:38]([C:42]([NH:44][CH:45]([CH3:47])[CH3:46])=[O:43])[CH:37]=2)=[CH:32][CH:31]=1)([C:6]1[N:7]=[CH:8][N:9](C(C2C=CC=CC=2)(C2C=CC=CC=2)C2C=CC=CC=2)[CH:10]=1)[CH:3]([CH3:5])[CH3:4].Cl.N1C=CC=CC=1>>[OH:1][C:2]([C:30]1[CH:31]=[CH:32][C:33]([C:36]2[CH:41]=[CH:40][CH:39]=[C:38]([C:42]([NH:44][CH:45]([CH3:47])[CH3:46])=[O:43])[CH:37]=2)=[CH:34][CH:35]=1)([C:6]1[N:7]=[CH:8][NH:9][CH:10]=1)[CH:3]([CH3:5])[CH3:4] |f:1.2|. Procedure: By the reaction in the same manner as in Example 4-(iii) using 4′-[1-hydroxy-2-methyl-1-(1-trityl-1H-imidazol-4-yl)propyl]-N-isopropyl[1,1′-biphenyl]-3-carboxamide (1.67 g) and pyridine hydrochloride (490 mg), the title compound (480 mg) was obtained as colorless powder crystals.